From a dataset of the Open Reaction Database (ORD), a public repository of structured organic reaction records. describe an organic reaction: reactants, conditions, products, and yield Reactants: FC(C(=O)O)(F)F (Trifluoroacetic acid), C(C)(C)(C)OC(=O)NN(C(=O)C1[C@@H]2CC[C@](C1=O)(C2(C)C)C)C2=C(C=CC=C2)Cl (N′-(2-chloro-phenyl)-N′-((1S,4S)-4,7,7-trimethyl-3-oxo-bicyclo[2.2.1]heptane-2-carbonyl)-hydrazinecarboxylic acid tert-butyl ester). Run in ClCCl (dichloromethane). Run at time 19 hour. Yields the product ClC1=C(C=CC=C1)N1NC=2[C@]3(CC[C@@H](C2C1=O)C3(C)C)C ((4R,7S)-2-(2-chloro-phenyl)-7,8,8-trimethyl-1,2,4,5,6,7-hexahydro-4,7-methano-indazol-3-one). The yield is 87.0%. RXN SMILES: FC(F)(F)C(O)=O.C(OC([NH:15][N:16]([C:30]1[CH:35]=[CH:34][CH:33]=[CH:32][C:31]=1[Cl:36])[C:17]([CH:19]1[C:24](=O)[C@:23]2([CH3:29])[C:26]([CH3:28])([CH3:27])[C@H:20]1[CH2:21][CH2:22]2)=[O:18])=O)(C)(C)C>ClCCl>[Cl:36][C:31]1[CH:32]=[CH:33][CH:34]=[CH:35][C:30]=1[N:16]1[C:17](=[O:18])[C:19]2[C@H:20]3[C:26]([CH3:28])([CH3:27])[C@:23]([CH3:29])([CH2:22][CH2:21]3)[C:24]=2[NH:15]1. Reported procedure: Trifluoroacetic acid (5 mL) was added slowly to a solution of N′-(2-chloro-phenyl)-N′-((1S,4S)-4,7,7-trimethyl-3-oxo-bicyclo[2.2.1]heptane-2-carbonyl)-hydrazinecarboxylic acid tert-butyl ester (1.26 g, 3.0 mmol) in dichloromethane (5 mL), and the resulting solution was stirred at room temperature for 19 h. The solvent was evaporated and dichloromethane (100 mL) was added. The solution was washed with water (2×50 mL) and brine (50 mL), dried (sodium sulfate), filtered, and evaporated to give a li... Starting materials: BrC=1C=NC=CC1C1=CC=CC=C1 (3-bromo-4-phenylpyridine), C(CCC)N1C(C2=CC=C(C=C2C1)O)=O (2-butyl-5-hydroxy-isoindolin-1-one), C(=O)([O-])[O-].[Cs+].[Cs+] (Cs2CO3), CC(C)(C(CC(C(C)(C)C)=O)=O)C (2,2,6,6-tetramethyl-3.5-heptanedione). The reagents and catalysts are [Cu]I (CuI). Solvent: C(C)(=O)OCC (ethyl acetate), O (water), CN1C(CCC1)=O (N-methylpyrrolidone). Conditions: temperature 220 celsius. Yields the product C(CCC)N1C(C2=CC=C(C=C2C1)OC=1C=NC=CC1C1=CC=CC=C1)=O (2-butyl-5-(4-phenylpyridin-3-yloxy)isoindolin-1-one). The yield is 21.0%. RXN SMILES: Br[C:2]1[CH:3]=[N:4][CH:5]=[CH:6][C:7]=1[C:8]1[CH:13]=[CH:12][CH:11]=[CH:10][CH:9]=1.[CH2:14]([N:18]1[CH2:26][C:25]2[C:20](=[CH:21][CH:22]=[C:23]([OH:27])[CH:24]=2)[C:19]1=[O:28])[CH2:15][CH2:16][CH3:17].C([O-])([O-])=O.[Cs+].[Cs+].CC(C)(C(=O)CC(=O)C(C)(C)C)C>CN1CCCC1=O.[Cu]I.C(OCC)(=O)C.O>[CH2:14]([N:18]1[CH2:26][C:25]2[C:20](=[CH:21][CH:22]=[C:23]([O:27][C:2]3[CH:3]=[N:4][CH:5]=[CH:6][C:7]=3[C:8]3[CH:13]=[CH:12][CH:11]=[CH:10][CH:9]=3)[CH:24]=2)[C:19]1=[O:28])[CH2:15][CH2:16][CH3:17] |f:2.3.4|. Procedure: A mixture of 3-bromo-4-phenylpyridine (50 mg, 0.213 mmol), 2-butyl-5-hydroxy-isoindolin-1-one (88 mg, 0.427 mmol), Cs2CO3 (139 mg, 0.427 mmol), CuI (16.3 mg, 0.085 mmol) and 2,2,6,6-tetramethyl-3.5-heptanedione (53 μL, 0.256 mmol) in degassed N-methylpyrrolidone (NMP) (2 mL) was stirred and heated in the microwave (220° C., 300 W, 30 min). Two of those reactions were combined, excess water and ethyl acetate were added. The organic layer was separated and the aqueous layer was extracted with ethy... The product is CNCC1CCS(C2=C1N(C=1C=CC=CC21)CC)=O (4-Methylaminomethyl-5-ethyl-2,3,4,5-tetrahydrothiopyrano[3,2-b]indole 1-oxide). Reactants: CNCC1CCSC2=C1N(C=1C=CC=CC21)CC (4-methylaminomethyl-5-ethyl-2,3,4,5-tetrahydrothiopyrano[3,2-b]indole), sodium periodide, CO (methanol). The yield is 92.8%. As a reaction SMILES: [CH3:1][NH:2][CH2:3][CH:4]1[C:9]2[N:10]([CH2:17][CH3:18])[C:11]3[CH:12]=[CH:13][CH:14]=[CH:15][C:16]=3[C:8]=2[S:7][CH2:6][CH2:5]1.C[OH:20]>C(Cl)Cl>[CH3:1][NH:2][CH2:3][CH:4]1[C:9]2[N:10]([CH2:17][CH3:18])[C:11]3[CH:12]=[CH:13][CH:14]=[CH:15][C:16]=3[C:8]=2[S:7](=[O:20])[CH2:6][CH2:5]1. Reported procedure: A solution of 4-methylaminomethyl-5-ethyl-2,3,4,5-tetrahydrothiopyrano[3,2-b]indole (1.3 g) in methanol (30 ml) is mixed with an aqueous solution (10 ml) of sodium periodide (1.12 g) and kept at room temperature for 5 hours. The precipitate is filtered off and the filtrate is condensed. The residue is dissolved in methylene chloride, washed with water, dried and evaporated to give the title compound (1.28 g) as an oil: Yield 92.8%. The solvent is C(Cl)Cl (methylene chloride). Reaction conditions: time 5 hour.